This data is from the Open Reaction Database (ORD), a public repository of structured organic reaction records. The task is: describe an organic reaction: reactants, conditions, products, and yield The reactants are N(N)C=1NCCN1 (2-hydrazino-2-imidazoline), [OH-].[Na+] (NaOH), C1(=CC=CC=C1)CC(=O)Cl (PAC), 0C, Br (HBr), [OH-].[Na+] (NaOH), C1(=CC=CC=C1)CC(=O)Cl (PAC). The solvent is CCOCC (ether). Yields the product C1(=CC=CC=C1)CC(=O)C1(N=CC=N1)NN (2-(Phenylacetyl)-2-hydrazinoimidazole). RXN SMILES: [NH:1]([C:3]1[NH:4][CH2:5][CH2:6][N:7]=1)[NH2:2].Br.[OH-].[Na+].[C:11]1([CH2:17][C:18](Cl)=[O:19])[CH:16]=[CH:15][CH:14]=[CH:13][CH:12]=1>CCOCC>[C:11]1([CH2:17][C:18]([C:3]2([NH:1][NH2:2])[N:4]=[CH:5][CH:6]=[N:7]2)=[O:19])[CH:16]=[CH:15][CH:14]=[CH:13][CH:12]=1 |f:2.3|. Procedure: Phenylacetic acid (PAA), 0.037 moles (5g) was heated under reflux with an excess of SOCl2 for 60 minutes at a temperature of 75-80° C. After the reaction was completed, the excess SOCl2 was eliminated by vacuum evaporation, using a water pump (40-50° C.). This process was repeated two to three times, each time adding benzene to aid in elimination of SOCl2 and yielding phenylacetyl chloride (PAC). Then, 0.018 mole of 2-hydrazino-2-imidazoline.HBr (3.5 g) was suspended in ether and shaken with 2N ...